From a dataset of the Open Reaction Database (ORD), a public repository of structured organic reaction records. describe an organic reaction: reactants, conditions, products, and yield Reactants: CC(C)(C)Cn1c(CBr)cc2cnc(C#N)nc21, O=C([O-])[O-], CCN1C(=O)NC(=O)C12CCNCC2, CS(C)=O, [K+], [K+]. Yields the product CCN1C(=O)NC(=O)C12CCN(Cc1cc3cnc(C#N)nc3n1CC(C)(C)C)CC2. As a reaction SMILES: [Br:21][CH2:22][c:23]1[cH:24][c:25]2[c:26]([n:27][c:28]([C:31]#[N:32])[n:29][cH:30]2)[n:33]1[CH2:34][C:35]([CH3:36])([CH3:37])[CH3:38].[C:15](=[O:16])([O-:17])[O-:18].[CH2:1]([CH3:2])[N:3]1[C:4](=[O:14])[NH:5][C:6](=[O:13])[C:7]12[CH2:8][CH2:9][NH:10][CH2:11][CH2:12]2.[CH3:39][S:40]([CH3:41])=[O:42].[K+:19].[K+:20]>>[CH2:1]([CH3:2])[N:3]1[C:4](=[O:14])[NH:5][C:6](=[O:13])[C:7]12[CH2:8][CH2:9][N:10]([CH2:22][c:23]1[cH:24][c:25]3[c:26]([n:27][c:28]([C:31]#[N:32])[n:29][cH:30]3)[n:33]1[CH2:34][C:35]([CH3:36])([CH3:37])[CH3:38])[CH2:11][CH2:12]2. Starting materials: Cl.S1N=C(C2=C1C=CC=C2)N2CCNCC2 (4-(1,2-benzisothiazol-3-yl)piperazine hydrochloride), ClCCCC(=O)C1=CC=2C(NCCSC2S1)=O (7-(4-chlorobutyryl)-2,3-dihydrothieno[3,2-f][1,4]thiazepin-5(4H)-one), C([O-])([O-])=O.[K+].[K+] (potassium carbonate), [I-].[K+] (potassium iodide), CN(C=O)C (N,N-dimethylformamide). The solvent is C1(=CC=CC=C1)C (toluene), O (water). Reaction conditions: temperature 100 celsius, time 24 hour. The product is C(C(=O)O)(=O)O.S1N=C(C2=C1C=CC=C2)N2CCN(CC2)CCCC(=O)C2=CC=1C(NCCSC1S2)=O (7-(4-(4-(1,2-benzisothiazol-3-yl) piperazin-1-yl)butyryl)-2,3-dihydrothieno[3,2-f][1,4]thiazepin-5(4H)-one oxalate). Reaction SMILES: Cl.[S:2]1[C:6]2[CH:7]=[CH:8][CH:9]=[CH:10][C:5]=2[C:4]([N:11]2[CH2:16][CH2:15][NH:14][CH2:13][CH2:12]2)=[N:3]1.Cl[CH2:18][CH2:19][CH2:20][C:21]([C:23]1[S:32][C:31]2[S:30][CH2:29][CH2:28][NH:27][C:26](=[O:33])[C:25]=2[CH:24]=1)=[O:22].[C:34](=[O:37])([O-:36])[O-].[K+].[K+].[I-].[K+].CN(C)C=[O:45]>C1(C)C=CC=CC=1.O>[C:26]([OH:33])(=[O:45])[C:34]([OH:36])=[O:37].[S:2]1[C:6]2[CH:7]=[CH:8][CH:9]=[CH:10][C:5]=2[C:4]([N:11]2[CH2:12][CH2:13][N:14]([CH2:18][CH2:19][CH2:20][C:21]([C:23]3[S:32][C:31]4[S:30][CH2:29][CH2:28][NH:27][C:26](=[O:33])[C:25]=4[CH:24]=3)=[O:22])[CH2:15][CH2:16]2)=[N:3]1 |f:0.1,3.4.5,6.7,11.12|. Procedure details: The mixture of 1.0 g of 4-(1,2-benzisothiazol-3-yl)piperazine hydrochloride, 1.5 g of 7-(4-chlorobutyryl)-2,3-dihydrothieno[3,2-f][1,4]thiazepin-5(4H)-one, 2.5 g of potassium carbonate and 0.8 g of potassium iodide in 25 ml of N,N-dimethylformamide and 25 ml of toluene was stirred at 100° C. for 24 hours. After the mixture was cooled in a water bath, water was added thereto and the mixture was extracted with ethyl acetate. The organic layer was washed with saline solution, dried over magnesium s... Starting materials: COC(=O)C(=O)c1cnc(NC(=O)OC(C)(C)C)s1, CCO. The product is CC(C)(C)OC(=O)Nc1ncc(C(=O)C(=O)O)s1. RXN SMILES: [CH3:1][O:2][C:3]([C:4](=[O:5])[c:6]1[cH:7][n:8][c:9]([NH:11][C:12](=[O:13])[O:14][C:15]([CH3:16])([CH3:17])[CH3:18])[s:10]1)=[O:19].[CH3:20][CH2:21][OH:22]>>[O:2]=[C:3]([C:4](=[O:5])[c:6]1[cH:7][n:8][c:9]([NH:11][C:12](=[O:13])[O:14][C:15]([CH3:16])([CH3:17])[CH3:18])[s:10]1)[OH:19]. Reactants: S1(C=NC2=C1C=CC=C2)=O (benzothiazolinone), [OH-].[Na+] (sodium hydroxide), [OH-].[Na+] (sodium hydroxide), COS(=O)(=O)[O-] (methylsulfate). Run in O (water). Run at time 20 hour. Yields the product CN1CS(C2=C1C=CC=C2)=O (3-Methylbenzothiazolinone). RXN SMILES: [S:1]1(=[O:10])[C:5]2[CH:6]=[CH:7][CH:8]=[CH:9][C:4]=2[N:3]=[CH:2]1.[OH-].[Na+].[CH3:13]OS([O-])(=O)=O>O>[CH3:13][N:3]1[C:4]2[CH:9]=[CH:8][CH:7]=[CH:6][C:5]=2[S:1](=[O:10])[CH2:2]1 |f:1.2|. Reported procedure: In a 2-liter flask, 75.6 g (0.5 mol) of benzothiazolinone are dissolved in a solution containing 20 g of sodium hydroxide (0.5 mol) in approximately 800 cm3 of water. The solution is filtered. With magnetic stirring, 47.5 cm3 of methylsulfate (0.5 mol) are introduced dropwise with a dropping funnel. After the addition, the mixture is left stirring for 20 hours at room temperature. The medium is alkalinized with a slight excess of sodium hydroxide and left stirring for one hour. The precipitate o... Starting materials: COC(=O)C=1NC=2C=C(C=C3C2C1C=NNC3=O)NC(=O)OC(C)(C)C (8-tert-Butoxycarbonylamino-6-oxo-5,6-dihydro-1H-[1,2]diazepino[4,5,6-cd]indole-2-carboxylic acid methyl ester), C(C#C)N1CCCC1 (1-prop-2-ynyl-pyrrolidine), BrCC#C (3-bromo-propyne), N1CCCC1 (pyrrolidine), O1CCCC1 (tetrahydrofuran). Run in C(C)N(CC)CC (triethylamine). The product is C(C#C)N1CCCC1 (1-Prop-2-ynyl-pyrrolidine), O=C1NN=CC2=C(NC=3C=C(C=C1C23)NC(=O)[C@H]2[C@@H](C2)C2=CC=CC=C2)C#CCN2CCCC2 ((1R,2R)-2-Phenyl-cyclopropanecarboxylic acid [6-oxo-2-(3-pyrrolidin-1-yl-prop-1-ynyl)-5,6-dihydro-1H-[1,2]diazepino[4,5,6-cd]indol-8-yl]-amide). As a reaction SMILES: CO[C:3]([C:5]1[NH:6][C:7]2[CH:8]=[C:9]([NH:19][C:20]([O:22]C(C)(C)C)=O)[CH:10]=[C:11]3[C:17](=[O:18])[NH:16][N:15]=[CH:14][C:13]=1[C:12]=23)=O.[CH2:27]([N:30]1[CH2:34][CH2:33][CH2:32][CH2:31]1)[C:28]#[CH:29].Br[CH2:36]C#C.N1[CH2:43][CH2:42][CH2:41][CH2:40]1.O1[CH2:48][CH2:47][CH2:46][CH2:45]1>C(N(CC)CC)C>[CH2:27]([N:30]1[CH2:34][CH2:33][CH2:32][CH2:31]1)[C:28]#[CH:29].[O:18]=[C:17]1[C:11]2[C:12]3[C:13](=[C:5]([C:3]#[C:28][CH2:27][N:30]4[CH2:34][CH2:33][CH2:32][CH2:31]4)[NH:6][C:7]=3[CH:8]=[C:9]([NH:19][C:20]([C@@H:40]3[CH2:36][C@H:41]3[C:42]3[CH:43]=[CH:48][CH:47]=[CH:46][CH:45]=3)=[O:22])[CH:10]=2)[CH:14]=[N:15][NH:16]1. Procedure: Preparation of example 247 from Intermediate 147(d) of Example 147 (300 mg, 0.794 mmol) was carried out in three steps in a manner similar to that described for the preparation of Example 233 except that 1-prop-2-ynyl-pyrrolidine was used instead of dimethyl-prop-2-ynyl-amine in step 1. 1-Prop-2-ynyl-pyrrolidine was prepared by stirring 3-bromo-propyne, pyrrolidine and triethylamine at room temperature in tetrahydrofuran for 2 hours. The title compound (80 mg, 0.177 mmol) was obtained as a yello... The reactants are CCCCCCCCCCCC1C=C(Cl)C=CN1C(=O)OC(C)(C)C, [Li]CCCC, C1CCOC1, CI, O. Yields the product CCCCCCCCCCCC1C=C(Cl)C=C(C)N1C(=O)OC(C)(C)C. Reaction SMILES: [C:1]([CH3:2])([CH3:3])([CH3:4])[O:5][C:6](=[O:7])[N:8]1[CH:9]([CH2:15][CH2:16][CH2:17][CH2:18][CH2:19][CH2:20][CH2:21][CH2:22][CH2:23][CH2:24][CH3:25])[CH:10]=[C:11]([Cl:14])[CH:12]=[CH:13]1.[CH2:26]([Li:27])[CH2:28][CH2:29][CH3:30].[CH2:34]1[O:35][CH2:36][CH2:37][CH2:38]1.[I:31][CH3:32].[OH2:33]>>[C:1]([CH3:2])([CH3:3])([CH3:4])[O:5][C:6](=[O:7])[N:8]1[CH:9]([CH2:15][CH2:16][CH2:17][CH2:18][CH2:19][CH2:20][CH2:21][CH2:22][CH2:23][CH2:24][CH3:25])[CH:10]=[C:11]([Cl:14])[CH:12]=[C:13]1[CH3:26]. Starting materials: COc1cc2c(c(C(=O)O)c1)NC(=O)C2, [Li]c1ccccc1, C1CCOC1, O. The product is COc1cc2c(c(C(=O)c3ccccc3)c1)NC(=O)C2. Reaction SMILES: [CH3:1][O:2][c:3]1[cH:4][c:5]2[c:9]([c:10]([C:12](=[O:13])[OH:14])[cH:11]1)[NH:8][C:7](=[O:15])[CH2:6]2.[Li:21][c:22]1[cH:23][cH:24][cH:25][cH:26][cH:27]1.[O:16]1[CH2:17][CH2:18][CH2:19][CH2:20]1.[OH2:28]>>[CH3:1][O:2][c:3]1[cH:4][c:5]2[c:9]([c:10]([C:12](=[O:14])[c:22]3[cH:23][cH:24][cH:25][cH:26][cH:27]3)[cH:11]1)[NH:8][C:7](=[O:15])[CH2:6]2. Reactants: C(C)(C)(C)OC(=O)NCCOC1=NOC2=C1C=CC=C2 (3-(2-(N-t-butoxycarbonylamino)ethoxy)-1,2-benzisoxazole), C(CCC)[Li] (butyl lithium), C(=O)=O (carbon dioxide), ice water. Run in O1CCCC1 (tetrahydrofuran). Run at temperature -70 celsius. Yields the product C(C)(C)(C)OC(=O)NCCOC1=NOC2=C1C=CC=C2C(=O)O (3-(2-(N-t-butoxycarbonylamino)ethoxy)-7-carboxy-1,2-benzisoxazole), mixture. Yield: 92.0%. RXN SMILES: [C:1]([O:5][C:6]([NH:8][CH2:9][CH2:10][O:11][C:12]1[C:16]2[CH:17]=[CH:18][CH:19]=[CH:20][C:15]=2[O:14][N:13]=1)=[O:7])([CH3:4])([CH3:3])[CH3:2].C([Li])CCC.[C:26](=[O:28])=[O:27]>O1CCCC1>[C:1]([O:5][C:6]([NH:8][CH2:9][CH2:10][O:11][C:12]1[C:16]2[CH:17]=[CH:18][CH:19]=[C:20]([C:26]([OH:28])=[O:27])[C:15]=2[O:14][N:13]=1)=[O:7])([CH3:4])([CH3:2])[CH3:3]. Procedure details: To a solution of 3-(2-(N-t-butoxycarbonylamino)ethoxy)-1,2-benzisoxazole (0.28 g) in tetrahydrofuran (30 ml) was added butyl lithium (1.40 ml, 1.6M hexane solution) dropwise with stirring at -70° C. under nitrogen atmosphere, and the mixture then stirred at the same temperature for 15 minutes. Gaseous carbon dioxide was introduced to the reaction mixture for 10 minutes and the temperature was raised to 0° C. The reaction mixture was poured into ice water (40 ml) and washed with diethylether (twi...